The task is: describe an organic reaction: reactants, conditions, products, and yield. This data is from the Open Reaction Database (ORD), a public repository of structured organic reaction records. The reactants are C(C)C1=CC=C(C=C1)C(=O)C=1C(=NC(=CC1)NCC1=CC=CC=C1)OC (6-benzylamino-2-methoxypyridin-3-yl 4-ethylphenyl ketone). The reagents and catalysts are [C].[Pd] (palladium carbon). The solvent is C(C)O (ethanol). Reaction conditions: time 1 hour. Yields the product NC1=CC=C(C(=N1)OC)CC1=CC=C(C=C1)CC (6-amino-3-(4-ethylbenzyl)-2-methoxy-pyridine). Isolated yield 77.4%. As a reaction SMILES: [CH2:1]([C:3]1[CH:8]=[CH:7][C:6]([C:9]([C:11]2[C:12]([O:25][CH3:26])=[N:13][C:14]([NH:17]CC3C=CC=CC=3)=[CH:15][CH:16]=2)=O)=[CH:5][CH:4]=1)[CH3:2]>C(O)C.[C].[Pd]>[NH2:17][C:14]1[N:13]=[C:12]([O:25][CH3:26])[C:11]([CH2:9][C:6]2[CH:5]=[CH:4][C:3]([CH2:1][CH3:2])=[CH:8][CH:7]=2)=[CH:16][CH:15]=1 |f:2.3|. Procedure: To a solution of tert-butyllithium (1.5 mol/L solution in hexane, 55 mL) in tetrahydrofuran (150 mL) was added 2-chloro-6-methoxypyridine (8.9 mL) at −78° C., and the mixture was stirred for 1 hour. After N,N-dimethylformamide (7.6 mL) was added to the reaction mixture, the resulting mixture was stirred for additionally 1.5 hours. To the reaction mixture was added acetic acid (8.6 mL), and the temperature was raised to room temperature. After saturated aqueous sodium bicarbonate solution was add... Reactants: C(C)(C)C(C(=O)C1=CC=CC=C1)C(C)=O (isopropyl acetyl acetophenone), COC(C1=CC=CC=C1)(C(C)C)C (dimethyl isopropyl phenyl carbinol). Run in C(C)(C)C1=C(C=CC=C1)C(C)C (diisopropyl benzene). The product is C(C=C)(=O)OCCCC (n-butyl acrylate). Reaction SMILES: C(C(C(=O)C)[C:5]([C:7]1[CH:12]=[CH:11]C=CC=1)=[O:6])(C)C.C[O:17][C:18](C)(C(C)C)[C:19]1C=CC=C[CH:20]=1>C(C1C=CC=CC=1C(C)C)(C)C>[C:18]([O:6][CH2:5][CH2:7][CH2:12][CH3:11])(=[O:17])[CH:19]=[CH2:20]. Reported procedure: In a mixture of diisopropyl benzene, isopropyl acetyl acetophenone, and dimethyl isopropyl phenyl carbinol Product: CC(=O)NC1CCC(Oc2ccc3cnccc3c2)CC1. Reaction SMILES: [CH3:19][C:20]([Cl:21])=[O:22].[Cl:29][CH2:30][Cl:31].[Cl:32][CH2:33][Cl:34].[cH:1]1[n:2][cH:3][cH:4][c:5]2[cH:6][c:7]([O:11][CH:12]3[CH2:13][CH2:14][CH:15]([NH2:18])[CH2:16][CH2:17]3)[cH:8][cH:9][c:10]12.[n:23]1[cH:24][cH:25][cH:26][cH:27][cH:28]1>>[cH:1]1[n:2][cH:3][cH:4][c:5]2[cH:6][c:7]([O:11][CH:12]3[CH2:13][CH2:14][CH:15]([NH:18][C:20]([CH3:19])=[O:22])[CH2:16][CH2:17]3)[cH:8][cH:9][c:10]12. Reactants: CC(=O)Cl, ClCCl, ClCCl, NC1CCC(Oc2ccc3cnccc3c2)CC1, c1ccncc1. Starting materials: solution, C(C(=O)Cl)(=O)Cl (oxalyl chloride), C1(CCCC1)CC(C(=O)O)C1=CC(=C(C=C1)F)C(F)(F)F (3-cyclopentyl-2-(4-fluoro-3-trifluoromethyl-phenyl)-propionic acid), C(C)OC(CC=1N=C(SC1)N)=O ((2-amino-thiazol-4-yl)-acetic acid ethyl ester), C(C)(C)N(C(C)C)CC (N,N-diisopropylethylamine). Reagents/catalysts: CN(C=O)C (N,N-dimethylformamide). The solvent is C(Cl)Cl (methylene chloride), C(Cl)Cl (methylene chloride), O1CCCC1 (tetrahydrofuran). Reaction conditions: temperature 25 celsius, time 20 minute. Product: hexanes ethyl acetate, C(C)OC(CC=1N=C(SC1)NC(C(CC1CCCC1)C1=CC(=C(C=C1)F)C(F)(F)F)=O)=O ({2-[3-cyclopentyl-2-(4-fluoro-3-trifluoromethyl-phenyl)-propionylamino]-thiazol-4-yl}-acetic acid ethyl ester). The yield is 53.9%. Reaction SMILES: [CH:1]1([CH2:6][CH:7]([C:11]2[CH:16]=[CH:15][C:14]([F:17])=[C:13]([C:18]([F:21])([F:20])[F:19])[CH:12]=2)[C:8]([OH:10])=O)[CH2:5][CH2:4][CH2:3][CH2:2]1.C(Cl)(=O)C(Cl)=O.[CH2:28]([O:30][C:31](=[O:39])[CH2:32][C:33]1[N:34]=[C:35]([NH2:38])[S:36][CH:37]=1)[CH3:29].C(N(CC)C(C)C)(C)C>C(Cl)Cl.CN(C)C=O.O1CCCC1>[CH2:28]([O:30][C:31](=[O:39])[CH2:32][C:33]1[N:34]=[C:35]([NH:38][C:8](=[O:10])[CH:7]([C:11]2[CH:16]=[CH:15][C:14]([F:17])=[C:13]([C:18]([F:21])([F:19])[F:20])[CH:12]=2)[CH2:6][CH:1]2[CH2:5][CH2:4][CH2:3][CH2:2]2)[S:36][CH:37]=1)[CH3:29]. Reported procedure: A solution of 3-cyclopentyl-2-(4-fluoro-3-trifluoromethyl-phenyl)-propionic acid (prepared as in Example 87, 250 mg, 0.82 mmol) in methylene chloride (8.22 mL) cooled to 0° C. was treated with a 2.0M solution of oxalyl chloride in methylene chloride (0.45 mL, 0.90 mmol) and a few drops of N,N-dimethylformamide. The reaction mixture was stirred at 0° C. for 10 min and at 25° C. for 20 min. The reaction mixture was then treated with a solution of (2-amino-thiazol-4-yl)-acetic acid ethyl ester (337... Reactants: Cc1ccccc1, O=C=Nc1ccc(Cl)cc1, NCc1ccccc1. The product is O=C(NCc1ccccc1)Nc1ccc(Cl)cc1. Reaction SMILES: [CH3:19][c:20]1[cH:21][cH:22][cH:23][cH:24][cH:25]1.[Cl:9][c:10]1[cH:11][cH:12][c:13]([N:16]=[C:17]=[O:18])[cH:14][cH:15]1.[NH2:1][CH2:2][c:3]1[cH:4][cH:5][cH:6][cH:7][cH:8]1>>[NH:1]([CH2:2][c:3]1[cH:4][cH:5][cH:6][cH:7][cH:8]1)[C:17]([NH:16][c:13]1[cH:12][cH:11][c:10]([Cl:9])[cH:15][cH:14]1)=[O:18]. Starting materials: ClCCl, O=c1cc(OCc2cccc(F)c2)ccn1CCc1ccc(CO)cc1, BrP(Br)Br. Yields the product O=c1cc(OCc2cccc(F)c2)ccn1CCc1ccc(CBr)cc1. RXN SMILES: [Cl:31][CH2:32][Cl:33].[F:1][c:2]1[cH:3][c:4]([CH2:5][O:6][c:7]2[cH:8][c:9](=[O:23])[n:10]([CH2:13][CH2:14][c:15]3[cH:16][cH:17][c:18]([CH2:21][OH:22])[cH:19][cH:20]3)[cH:11][cH:12]2)[cH:24][cH:25][cH:26]1.[P:27]([Br:28])([Br:29])[Br:30]>>[F:1][c:2]1[cH:3][c:4]([CH2:5][O:6][c:7]2[cH:8][c:9](=[O:23])[n:10]([CH2:13][CH2:14][c:15]3[cH:16][cH:17][c:18]([CH2:21][Br:28])[cH:19][cH:20]3)[cH:11][cH:12]2)[cH:24][cH:25][cH:26]1.